This data is from the Open Reaction Database (ORD), a public repository of structured organic reaction records. The task is: describe an organic reaction: reactants, conditions, products, and yield The reactants are Cc1cc(Br)cc(C)c1C1OCCCO1, O=C([O-])[O-], [Cs+], [Cs+], CN(C)C=O, c1ccc(C2(c3ccc4ncsc4n3)CC2)cc1. Product: Cc1cc(-c2nc3ccc(C4(c5ccccc5)CC4)nc3s2)cc(C)c1C1OCCCO1. As a reaction SMILES: [Br:19][c:20]1[cH:21][c:22]([CH3:33])[c:23]([CH:27]2[O:28][CH2:29][CH2:30][CH2:31][O:32]2)[c:24]([CH3:26])[cH:25]1.[C:34](=[O:35])([O-:36])[O-:37].[Cs+:38].[Cs+:39].[O:40]=[CH:41][N:42]([CH3:43])[CH3:44].[c:1]1([C:7]2([c:10]3[cH:11][cH:12][c:13]4[c:14]([n:15]3)[s:16][cH:17][n:18]4)[CH2:8][CH2:9]2)[cH:2][cH:3][cH:4][cH:5][cH:6]1>>[c:1]1([C:7]2([c:10]3[cH:11][cH:12][c:13]4[c:14]([n:15]3)[s:16][c:17](-[c:20]3[cH:21][c:22]([CH3:33])[c:23]([CH:27]5[O:28][CH2:29][CH2:30][CH2:31][O:32]5)[c:24]([CH3:26])[cH:25]3)[n:18]4)[CH2:8][CH2:9]2)[cH:2][cH:3][cH:4][cH:5][cH:6]1. Reactants: O (H2O), CN(C)C=O (DMF), CCN=C=NCCCN(C)C (EDCI), C(C)(C)(C)OC(=O)N[C@@H](CC1=CNC2=CC=CC=C12)C(=O)O (N-t-butoxycarbonyltryptophan), CNC(C)N (N-methylethanediamine), ON1N=NC2=C1C=CC=C2 (1-hydroxybenzotriazole), CN(C)C=O (DMF). Yields the product CNCCNC([C@@H](N)CC1=CN(C2=CC=CC=C12)C(=O)OC(C)(C)C)=O (N'-t-butoxycarbonyltrytophan-N-((methyl)aminoethyl)-amide). Reaction SMILES: [C:1]([O:5]C(N[C@H](C(O)=O)CC1C2C(=CC=CC=2)NC=1)=O)([CH3:4])([CH3:3])[CH3:2].[CH3:23][NH:24][CH:25](N)[CH3:26].O[N:29]1[C:33]2[CH:34]=[CH:35][CH:36]=[CH:37][C:32]=2[N:31]=N1.[OH2:38].CCN=C=N[CH2:44][CH2:45][CH2:46]N(C)C.[CH3:50][N:51]([CH:53]=[O:54])[CH3:52]>>[CH3:23][NH:24][CH2:25][CH2:26][NH:29][C:33](=[O:38])[C@H:32]([CH2:37][C:36]1[C:35]2[C:52](=[CH:44][CH:45]=[CH:46][CH:34]=2)[N:51]([C:53]([O:5][C:1]([CH3:4])([CH3:3])[CH3:2])=[O:54])[CH:50]=1)[NH2:31]. Procedure: To N-t-butoxycarbonyltryptophan (3 mmol, 914 mg) and N-methylethanediamine (3.6 mmol, 0.27 g, 0.32 mL) in dry DMF (15 mL) were added 1-hydroxybenzotriazole.H2O (3 mmol, 459 mg) and EDCI (4.5 mmol, 863 mg). The mixture was stirred at room temperature overnight under argon and excess of the solvent (DMF) was removed under high vacuum at 35° C. The residue was dissolved in ethyl acetate (40 mL) and the adduct was extracted into 1N HCl (3×25 mL). The combined aqueous extract was basified with solid ... Reactants: BrCc1ccccc1, CCOC(C)=O, CC(C)C1NC(=O)N(c2cc(F)ccc2Cl)C1=O, [H-], [Na+], CN(C)C=O. Yields the product CC(C)C1C(=O)N(c2cc(F)ccc2Cl)C(=O)N1Cc1ccccc1. Reaction SMILES: [Br:19][CH2:20][c:21]1[cH:22][cH:23][cH:24][cH:25][cH:26]1.[CH3:34][CH2:35][O:36][C:37](=[O:38])[CH3:39].[Cl:1][c:2]1[c:3]([N:9]2[C:10](=[O:18])[NH:11][CH:12]([CH:15]([CH3:16])[CH3:17])[C:13]2=[O:14])[cH:4][c:5]([F:8])[cH:6][cH:7]1.[H-:27].[Na+:28].[O:29]=[CH:30][N:31]([CH3:32])[CH3:33]>>[Cl:1][c:2]1[c:3]([N:9]2[C:10](=[O:18])[N:11]([CH2:20][c:21]3[cH:22][cH:23][cH:24][cH:25][cH:26]3)[CH:12]([CH:15]([CH3:16])[CH3:17])[C:13]2=[O:14])[cH:4][c:5]([F:8])[cH:6][cH:7]1. Starting materials: CN1C(C2(CC2C1=O)C1=CC=C(C=C1)[N+](=O)[O-])=O (3-methyl-1-(4-nitrophenyl)-3-azabicyclo[3.1.0]hexane-2,4-dione). The reagents and catalysts are [Pd] (palladium on carbon). Run in C(C)O (ethanol). Product: NC1=CC=C(C=C1)C12C(N(C(C2C1)=O)C)=O (1-(4-Aminophenyl)-3-methyl-3-azabicyclo[3.1.0]hexane-2,4-dione). RXN SMILES: [CH3:1][N:2]1[C:7](=[O:8])[CH:6]2[C:4]([C:9]3[CH:14]=[CH:13][C:12]([N+:15]([O-])=O)=[CH:11][CH:10]=3)([CH2:5]2)[C:3]1=[O:18]>C(O)C.[Pd]>[NH2:15][C:12]1[CH:11]=[CH:10][C:9]([C:4]23[CH2:5][CH:6]2[C:7](=[O:8])[N:2]([CH3:1])[C:3]3=[O:18])=[CH:14][CH:13]=1. Reported procedure: A solution of 1.5 g of 3-methyl-1-(4-nitrophenyl)-3-azabicyclo[3.1.0]hexane-2,4-dione in 50 ml of ethanol is hydrogenated in the presence of 0.1 g of 5% palladium on carbon. When the hydrogenation is complete, the catalyst is removed and the filtrate is concentrated and the residue is recrystallised from ethyl acetate/petroleum ether. The title compound is obtained in the form of pale pink crystals with m.p. 137°-139° C. and Rf=0.47 on thin-layer silica gel plates in the system methylene chlorid...